Dataset: the Open Reaction Database (ORD), a public repository of structured organic reaction records. Task: describe an organic reaction: reactants, conditions, products, and yield The reactants are C(C)(=O)OC(C)=O (acetic anhydride), product, Cl.Cl.CC1=C(C=CC=C1N)NC1=NCCC1 (2-[(2-Methyl-3-aminophenyl)amino]-1-pyrroline, dihydrochloride). Yields the product Cl.CC1=C(C=CC=C1NC(C)=O)NC1=NCCC1 (2-[(2-Methyl-3-acetamidophenyl)amino]-1-pyrroline, hydrochloride). Reaction SMILES: C(O[C:5](=[O:7])[CH3:6])(=O)C.[ClH:8].Cl.[CH3:10][C:11]1[C:16]([NH2:17])=[CH:15][CH:14]=[CH:13][C:12]=1[NH:18][C:19]1[CH2:23][CH2:22][CH2:21][N:20]=1>>[ClH:8].[CH3:10][C:11]1[C:16]([NH:17][C:5](=[O:7])[CH3:6])=[CH:15][CH:14]=[CH:13][C:12]=1[NH:18][C:19]1[CH2:23][CH2:22][CH2:21][N:20]=1 |f:1.2.3,4.5|. Reported procedure: The title compound (2.5 g) was prepared by the method of Example 17 using acetic anhydride and 3.0 g of the product aniline of Example 45. Structure assignment was supported by the nmr spectrum and by elemental analysis. Reactants: CCCC(=O)c1ccc(C(=O)OCC)cc1, CO, Nc1ccc(-n2cc(C3CC3)cn2)nc1. Yields the product CCCC(Nc1ccc(-n2cc(C3CC3)cn2)nc1)c1ccc(C(=O)OCC)cc1. As a reaction SMILES: [C:1]([CH2:2][CH2:3][CH3:4])(=[O:5])[c:6]1[cH:7][cH:8][c:9]([C:10](=[O:11])[O:12][CH2:13][CH3:14])[cH:15][cH:16]1.[CH3:32][OH:33].[CH:17]1([c:20]2[cH:21][n:22][n:23](-[c:25]3[cH:26][cH:27][c:28]([NH2:31])[cH:29][n:30]3)[cH:24]2)[CH2:18][CH2:19]1>>[CH:1]([CH2:2][CH2:3][CH3:4])([c:6]1[cH:7][cH:8][c:9]([C:10](=[O:11])[O:12][CH2:13][CH3:14])[cH:15][cH:16]1)[NH:31][c:28]1[cH:27][cH:26][c:25](-[n:23]2[n:22][cH:21][c:20]([CH:17]3[CH2:18][CH2:19]3)[cH:24]2)[n:30][cH:29]1. The reactants are BrCCBr, CS(C)=O, [H-], N#CCc1ccccc1, [Na+], O. Yields the product N#CC1(c2ccccc2)CC1. RXN SMILES: [Br:12][CH2:13][CH2:14][Br:15].[CH3:17][S:18]([CH3:19])=[O:20].[H-:11].[N:1]#[C:2][CH2:3][c:4]1[cH:5][cH:6][cH:7][cH:8][cH:9]1.[Na+:10].[OH2:16]>>[N:1]#[C:2][C:3]1([c:4]2[cH:5][cH:6][cH:7][cH:8][cH:9]2)[CH2:13][CH2:14]1.